From a dataset of the Open Reaction Database (ORD), a public repository of structured organic reaction records. describe an organic reaction: reactants, conditions, products, and yield Reported procedure: The compound obtained in Step A (1 g; 7.19 mmol) is dissolved in 16 ml of water with the aid of concentrated hydrochloric acid (0.58 ml). Acetic anhydride (1.2 eq.; 8.62 mmol; 813 μl) is added to the red solution obtained. The mixture is homogenised and poured into 5 ml of a sodium acetate solution (1.7 eq.; 12.22 mmol; 1.075 g). After stirring the mixture for 15 minutes, the precipitate is filtered off using a Büchner funnel and then rinsed with water. The solid is subsequently dissolved in eth... The reactants are NC1(CC=C(C=C1)OC)O (1-Amino-4-methoxyphenol), O (water), C(C)(=O)[O-].[Na+] (sodium acetate), C(C)(=O)OC(C)=O (Acetic anhydride). RXN SMILES: [NH2:1][C:2]1(O)[CH:7]=[CH:6]C(OC)=C[CH2:3]1.[C:11]([O:14][C:15](=O)[CH3:16])(=O)C.[C:18]([O-])(=[O:20])[CH3:19].[Na+].[OH2:23]>Cl>[OH:23][C:7]1[CH:6]=[CH:16][C:15]([O:14][CH3:11])=[CH:3][C:2]=1[NH:1][C:18](=[O:20])[CH3:19] |f:2.3|. The solvent is Cl (hydrochloric acid). Yields the product OC1=C(C=C(C=C1)OC)NC(C)=O (N-(2-Hydroxy-5-methoxyphenyl)acetamide). The reactants are BrC=1C(C2=CC(=CC=C2C1C1=C(C=C(C=C1)F)F)OCCN1CCOCC1)=O (2-Bromo-3-(2,4-difluorophenyl)-6-{2-(morpholin-4-yl)ethoxy}-1H-inden-1-one), O1CCN(CC1)CCOC1=CC=C2C(=C(C(C2=C1)=O)Br)C1=CC=CC=C1 (6-(2-morpholinoethoxy)-2-bromo-3-phenyl-1H-inden-1-one), FC=1C=C(C=CC1OC)B(O)O (3-fluoro-4-methoxyphenylboronic acid). Yields the product FC=1C=C(C=CC1OC)C=1C(C2=CC(=CC=C2C1C1=C(C=C(C=C1)F)F)OCCN1CCOCC1)=O (2-(3-fluoro-4-methoxyphenyl)-3-(2,4-difluorophenyl)-6-[2-(morpholin-4-yl)ethoxy]-1H-inden-1-one). Yield: 81.0%. Reaction SMILES: Br[C:2]1[C:3](=[O:28])[C:4]2[C:9]([C:10]=1[C:11]1[CH:16]=[CH:15][C:14]([F:17])=[CH:13][C:12]=1[F:18])=[CH:8][CH:7]=[C:6]([O:19][CH2:20][CH2:21][N:22]1[CH2:27][CH2:26][O:25][CH2:24][CH2:23]1)[CH:5]=2.O1CCN(CCOC2C=C3C(C(C4C=CC=CC=4)=C(Br)C3=O)=CC=2)CC1.[F:55][C:56]1[CH:57]=[C:58](B(O)O)[CH:59]=[CH:60][C:61]=1[O:62][CH3:63]>>[F:55][C:56]1[CH:57]=[C:58]([C:2]2[C:3](=[O:28])[C:4]3[C:9]([C:10]=2[C:11]2[CH:16]=[CH:15][C:14]([F:17])=[CH:13][C:12]=2[F:18])=[CH:8][CH:7]=[C:6]([O:19][CH2:20][CH2:21][N:22]2[CH2:23][CH2:24][O:25][CH2:26][CH2:27]2)[CH:5]=3)[CH:59]=[CH:60][C:61]=1[O:62][CH3:63]. Procedure: The procedure of Step 7 of Example 1 was repeated except for using 2-bromo-3-(2,4-difluorophenyl)-6-{2-(morpholin-4-yl)ethoxy}-1H-inden-1-one obtained in Step 1 of Example 124 as a starting material instead of 6-(2-morpholinoethoxy)-2-bromo-3-phenyl-1H-inden-1-one and 3-fluoro-4-methoxyphenylboronic acid instead of 3-pyridinylboronic acid to obtain the title compound (81%).